Task: describe an organic reaction: reactants, conditions, products, and yield. Dataset: the Open Reaction Database (ORD), a public repository of structured organic reaction records Reactants: OCC#CCO, CCO, OCC1CO1, [Ca+2], [Cl-], [Cl-], O. Yields the product OCC#CCOCC(O)CO. RXN SMILES: [CH2:6]([C:7]#[C:8][CH2:9][OH:10])[OH:11].[CH3:15][CH2:16][OH:17].[CH:1]1([CH2:2][OH:3])[CH2:4][O:5]1.[Ca+2:13].[Cl-:12].[Cl-:14].[OH2:18]>>[CH:1]([CH2:2][OH:3])([CH2:4][O:11][CH2:6][C:7]#[C:8][CH2:9][OH:10])[OH:5]. Starting materials: Cc1ccc(S(=O)(=O)OCF)cc1, O=c1ccn(-c2cccc(O)c2)nc1-c1ccnn1-c1cccc2ccccc12. Product: O=c1ccn(-c2cccc(OCF)c2)nc1-c1ccnn1-c1cccc2ccccc12. RXN SMILES: [O:30]([S:31]([c:32]1[cH:33][cH:34][c:35]([CH3:36])[cH:37][cH:38]1)(=[O:39])=[O:40])[CH2:41][F:42].[OH:1][c:2]1[cH:3][c:4](-[n:8]2[n:9][c:10](-[c:15]3[n:16](-[c:20]4[cH:21][cH:22][cH:23][c:24]5[cH:25][cH:26][cH:27][cH:28][c:29]45)[n:17][cH:18][cH:19]3)[c:11](=[O:14])[cH:12][cH:13]2)[cH:5][cH:6][cH:7]1>>[O:1]([c:2]1[cH:3][c:4](-[n:8]2[n:9][c:10](-[c:15]3[n:16](-[c:20]4[cH:21][cH:22][cH:23][c:24]5[cH:25][cH:26][cH:27][cH:28][c:29]45)[n:17][cH:18][cH:19]3)[c:11](=[O:14])[cH:12][cH:13]2)[cH:5][cH:6][cH:7]1)[CH2:41][F:42]. Reactants: [Cl-].[NH4+] (ammonium chloride), C(CCC)[Li] (n-butyl lithium), ClC1=CC=C(C=C1)S(=O)(=O)CC1=C(C=CC(=C1)F)F (2-[(4-Chlorophenyl)sulfonylmethyl]-1,4-difluorobenzene), ClCCCCI (4-chloro-1-iodobutane). Run in C(OC)COC (dimethoxyethane), CCCCCC (hexane). Reaction conditions: temperature -78 celsius, time 15 minute. The product is ClCCCCC(S(=O)(=O)C1=CC=C(C=C1)Cl)C1=C(C=CC(=C1)F)F (2-[5-Chloro-1-[(4-chlorophenyl)sulfonyl]pentyl]-1,4-difluorobenzene). Reaction SMILES: C([Li])CCC.[Cl:6][C:7]1[CH:12]=[CH:11][C:10]([S:13]([CH2:16][C:17]2[CH:22]=[C:21]([F:23])[CH:20]=[CH:19][C:18]=2[F:24])(=[O:15])=[O:14])=[CH:9][CH:8]=1.[Cl:25][CH2:26][CH2:27][CH2:28][CH2:29]I.[Cl-].[NH4+]>C(COC)OC.CCCCCC>[Cl:25][CH2:26][CH2:27][CH2:28][CH2:29][CH:16]([C:17]1[CH:22]=[C:21]([F:23])[CH:20]=[CH:19][C:18]=1[F:24])[S:13]([C:10]1[CH:11]=[CH:12][C:7]([Cl:6])=[CH:8][CH:9]=1)(=[O:15])=[O:14] |f:3.4|. Reported procedure: Under an argon atmosphere and at −78° C., n-butyl lithium (a 1.57M hexane solution, 3.52 ml) was added to a dimethoxyethane solution (30 ml) of the 2-[(4-chlorophenyl)sulfonylmethyl]-1,4-difluorobenzene (1.52 g, 5.02 mmol) obtained in Example 5. The temperature of the reaction mixture was elevated to room temperature, at which stirring was conducted for 15 minutes. After cooling the reaction mixture to −78° C., 4-chloro-1-iodobutane (672 μl, 5.52 mmol) was added thereto and the mixture was stirr... The reactants are BrC=1C=C(CSC[C@H](C(=O)O)C)C=C(C1)C ((S)-3(3-bromo-5-methyl-benzylsulfanyl)-2-methyl-propionic acid), OOS(=O)[O-].[K+] (oxone), O (water), O (water). Run in C(C)#N (acetonitrile), CCOC(=O)C (EtOAc). Reaction conditions: time 2.5 hour. Yields the product BrC=1C=C(C=C(C1)C)CS(=O)(=O)C[C@H](C(=O)O)C ((S)-3-(3-Bromo-5-methyl-phenylmethanesulfonyl)-2-methyl-propionic acid). Reaction SMILES: [Br:1][C:2]1[CH:3]=[C:4]([CH:13]=[C:14]([CH3:16])[CH:15]=1)[CH2:5][S:6][CH2:7][C@@H:8]([CH3:12])[C:9]([OH:11])=[O:10].[OH:17]OS([O-])=O.[K+].[OH2:23]>C(#N)C.CCOC(C)=O>[Br:1][C:2]1[CH:3]=[C:4]([CH2:5][S:6]([CH2:7][C@@H:8]([CH3:12])[C:9]([OH:11])=[O:10])(=[O:17])=[O:23])[CH:13]=[C:14]([CH3:16])[CH:15]=1 |f:1.2|. Reported procedure: To a solution of 6.48 g (21 mmol) (S)-3(3-bromo-5-methyl-benzylsulfanyl)-2-methyl-propionic acid in 70 ml acetonitrile and 35 ml water is added 65.7 g (107 mmol) oxone®. After stirring for 2.5 hrs at rt the mixture is diluted with EtOAc and water to get a clear solution. The organic layer is washed with brine, dried over magnesium sulfate and the solvent is evaporated. Crystallization from DCM/diethyl ether and a little methanol gives the title compound as white crystals. Starting materials: C(=O)([O-])[O-].[Cs+].[Cs+] (Cs2CO3), OB1OC(C2=C1C=C(C=C2C)O)CC(=O)OCC (ethyl 2-(1,6-dihydroxy-4-methyl-1,3-dihydrobenzo[c][1,2]oxaborol-3-yl)acetate), Cl.ClCCN(C)C (2-chloro-N,N-dimethylethanamine hydrochloride). The solvent is CN(C)C=O (DMF). Run at temperature 90 celsius. Yields the product CN(CCOC=1C=C(C2=C(B(OC2CC(=O)OCC)O)C1)C)C (Ethyl 2-(6-(2-(dimethylamino)ethoxy)-1-hydroxy-4-methyl-1,3-dihydrobenzo[c][1,2]oxaborol-3-yl)acetate). Reaction SMILES: [OH:1][B:2]1[C:6]2[CH:7]=[C:8]([OH:12])[CH:9]=[C:10]([CH3:11])[C:5]=2[CH:4]([CH2:13][C:14]([O:16][CH2:17][CH3:18])=[O:15])[O:3]1.C([O-])([O-])=O.[Cs+].[Cs+].Cl.Cl[CH2:27][CH2:28][N:29]([CH3:31])[CH3:30]>CN(C=O)C>[CH3:30][N:29]([CH3:31])[CH2:28][CH2:27][O:12][C:8]1[CH:9]=[C:10]([CH3:11])[C:5]2[CH:4]([CH2:13][C:14]([O:16][CH2:17][CH3:18])=[O:15])[O:3][B:2]([OH:1])[C:6]=2[CH:7]=1 |f:1.2.3,4.5|. Procedure: To the mixture of ethyl 2-(1,6-dihydroxy-4-methyl-1,3-dihydrobenzo[c][1,2]oxaborol-3-yl)acetate (200 mg, 0.8 mmol) in 15 ml DMF was added Cs2CO3 (782 mg, 2.4 mmol), followed by 2-chloro-N,N-dimethylethanamine hydrochloride (116 mg, 0.81 mmol). The mixture was heated to 90° C. for 6 h and quenched by ice water (20 mL). The resulting mixture was extracted with EtOAc (3×20 ml) and the combined organic layers were dried over anhydrous Na2SO4 and concentrated to dryness. The residue was used directly... Starting materials: [Br-], C1CCOC1, [Mg+]C1CC1, [Cl-], Cl, [NH4+], O=C1c2ccccc2CCc2ccccc21. Product: OC1(C2CC2)c2ccccc2CCc2ccccc21. As a reaction SMILES: [Br-:1].[CH2:25]1[O:26][CH2:27][CH2:28][CH2:29]1.[CH:2]1([Mg+:5])[CH2:3][CH2:4]1.[Cl-:22].[ClH:24].[NH4+:23].[cH:6]1[cH:7][cH:8][cH:9][c:10]2[c:16]1[CH2:15][CH2:14][c:13]1[c:12]([cH:20][cH:19][cH:18][cH:17]1)[C:11]2=[O:21]>>[CH:2]1([C:11]2([OH:21])[c:10]3[cH:9][cH:8][cH:7][cH:6][c:16]3[CH2:15][CH2:14][c:13]3[c:12]2[cH:20][cH:19][cH:18][cH:17]3)[CH2:3][CH2:4]1. The reactants are CC(=O)Nc1c(I)c(NC(C)=O)c(I)c(C(=O)[O-])c1I, CCOC(=O)OC(C)Cl, [I-], [K+], [Na+], CN(C)C=O. Yields the product CCOC(=O)OC(C)OC(=O)c1c(I)c(NC(C)=O)c(I)c(NC(C)=O)c1I. RXN SMILES: [C:10]([CH3:11])(=[O:12])[NH:13][c:14]1[c:15]([I:29])[c:16]([C:26](=[O:27])[O-:28])[c:17]([I:25])[c:18]([NH:21][C:22]([CH3:23])=[O:24])[c:19]1[I:20].[C:1]([O:2][CH:3]([CH3:4])[Cl:5])([O:6][CH2:7][CH3:8])=[O:9].[I-:32].[K+:30].[Na+:31].[O:33]=[CH:34][N:35]([CH3:36])[CH3:37]>>[C:1]([O:2][CH:3]([CH3:4])[O:28][C:26]([c:16]1[c:15]([I:29])[c:14]([NH:13][C:10]([CH3:11])=[O:12])[c:19]([I:20])[c:18]([NH:21][C:22]([CH3:23])=[O:24])[c:17]1[I:25])=[O:27])([O:6][CH2:7][CH3:8])=[O:9].